Dataset: the Open Reaction Database (ORD), a public repository of structured organic reaction records. Task: describe an organic reaction: reactants, conditions, products, and yield Reactants: CCCCCC, Cl, [Li+], CC(C)CCO[N+](=O)[O-], O=C=O, C1CCOC1, O, O=C([O-])C(Sc1ccc2sccc2c1)[N+](=O)[O-]. Yields the product O=[N+]([O-])CSc1ccc2sccc2c1. RXN SMILES: [CH3:1][CH2:2][CH2:3][CH2:4][CH2:5][CH3:6].[ClH:34].[Li+:33].[N+:7]([O-:8])([O:9][CH2:10][CH2:11][CH:12]([CH3:13])[CH3:14])=[O:15].[O:35]=[C:36]=[O:37].[O:38]1[CH2:39][CH2:40][CH2:41][CH2:42]1.[OH2:43].[s:16]1[c:17]2[c:18]([cH:19][cH:20]1)[cH:21][c:22]([S:25][CH:26]([C:27]([O-:28])=[O:29])[N+:30](=[O:31])[O-:32])[cH:23][cH:24]2>>[s:16]1[c:17]2[c:18]([cH:19][cH:20]1)[cH:21][c:22]([S:25][CH2:26][N+:30](=[O:31])[O-:32])[cH:23][cH:24]2. The reactants are [N+](=O)([O-])O[N+](=O)[O-] (dinitrogen pentoxide), C(C)(=O)N1CN(CN(CN(C1)[N+](=O)[O-])C(C)=O)[N+](=O)[O-] (1,5-diacetyl-3,7-dinitro-1,3,5,7-tetraazacyclooctane). Yields the product N1CNCNCNC1 (1,3,5,7-tetraazacyclooctane), [N+](=O)(O)[O-] (nitric acid). RXN SMILES: [N+:1]([O:4][N+]([O-])=O)([O-:3])=[O:2].C([N:11]1[CH2:18][N:17]([N+]([O-])=O)[CH2:16][N:15](C(=O)C)[CH2:14][N:13]([N+]([O-])=O)[CH2:12]1)(=O)C>>[NH:11]1[CH2:18][NH:17][CH2:16][NH:15][CH2:14][NH:13][CH2:12]1.[N+:1]([O-:4])([OH:3])=[O:2]. Procedure details: U.S. Pat. No. 4,432,902, issued to McGuire, et al. on Feb. 21, 1984, teaches the formation of HMX by addition of dinitrogen pentoxide (N2O5) to a solution of 1,5-diacetyl-3,7-dinitro-1,3,5,7-tetraazacyclooctane (DADN): ##STR2## or 1,3,5,7-tetraazacyclooctane (TAT) in an unspecified solvent (which is understood to be anhydrous nitric acid) to form a solution of HMX. The solution is then poured into a bath of water (in which HMX is insoluble) to cause the HMX to crystallize. While the McGuire pate... Procedure: The operation is as in Example 1, starting from 14 g of ethyl quinoline-2-carboxylate, 17.4 g of ethyl 3-[3-(N-benzoyl)piperidyl]propionate and 36 ml of a 20% suspension of potassium hydride in oil. 7.4 g of 1-(2-quinolyl)-3-(3-piperidyl)-1-propanone are obtained, which is converted into its monohydrochloride. This monohydrochloride is recrystallized from ethanol. Its melting point, after recrystallization from ethanol, is 198° C. Reactants: N1=C(C=CC2=CC=CC=C12)C(=O)OCC (ethyl quinoline-2-carboxylate), [H-].[K+] (potassium hydride), ethyl 3-[3-(N-benzoyl)piperidyl]propionate, suspension. Yield: 79.3%. As a reaction SMILES: [N:1]1[C:10]2[C:5](=[CH:6][CH:7]=[CH:8][CH:9]=2)[CH:4]=[CH:3][C:2]=1[C:11]([O:13]CC)=O.[H-].[K+]>>[N:1]1[C:10]2[C:5](=[CH:6][CH:7]=[CH:8][CH:9]=2)[CH:4]=[CH:3][C:2]=1[C:11](=[O:13])[CH2:7][CH2:6][CH:5]1[CH2:4][CH2:3][CH2:2][NH:1][CH2:10]1 |f:1.2|. Yields the product N1=C(C=CC2=CC=CC=C12)C(CCC1CNCCC1)=O (1-(2-quinolyl)-3-(3-piperidyl)-1-propanone). Reactants: Fc1c(F)c(C(F)(F)F)c(F)c(F)c1CBr, Nc1ccc(Br)c(C(=O)O)c1, CN(C)C=O. Yields the product O=C(O)c1cc(NCc2c(F)c(F)c(C(F)(F)F)c(F)c2F)ccc1Br. As a reaction SMILES: [F:12][c:13]1[c:14]([CH2:15][Br:16])[c:17]([F:27])[c:18]([F:26])[c:19]([C:22]([F:23])([F:24])[F:25])[c:20]1[F:21].[NH2:1][c:2]1[cH:3][cH:4][c:5]([Br:11])[c:6]([C:7](=[O:8])[OH:9])[cH:10]1.[O:28]=[CH:29][N:30]([CH3:31])[CH3:32]>>[NH:1]([c:2]1[cH:3][cH:4][c:5]([Br:11])[c:6]([C:7](=[O:8])[OH:9])[cH:10]1)[CH2:15][c:14]1[c:13]([F:12])[c:20]([F:21])[c:19]([C:22]([F:23])([F:24])[F:25])[c:18]([F:26])[c:17]1[F:27]. Starting materials: CCOC(=O)CC(=O)OCC, ClCCl, CCCC(C)OS(C)(=O)=O, COCCOC, CC[O-], CCO, [Cl-], [NH4+], [Na+]. Yields the product CCCC(C)C(C(=O)OCC)C(=O)OCC. RXN SMILES: [C:5]([CH2:6][C:7](=[O:8])[O:9][CH2:10][CH3:11])(=[O:12])[O:13][CH2:14][CH3:15].[CH2:37]([Cl:38])[Cl:39].[CH3:16][S:17]([O:18][CH:21]([CH2:22][CH2:23][CH3:24])[CH3:25])(=[O:19])=[O:20].[CH3:28][O:29][CH2:30][CH2:31][O:32][CH3:33].[CH3:2][CH2:3][O-:4].[CH3:34][CH2:35][OH:36].[Cl-:26].[NH4+:27].[Na+:1]>>[C:5]([CH:6]([C:7](=[O:8])[O:9][CH2:10][CH3:11])[CH:21]([CH2:22][CH2:23][CH3:24])[CH3:25])(=[O:12])[O:13][CH2:14][CH3:15]. The reactants are C(CCC)[Sn](CCCC)(CCCC)N=[N+]=[N-] (tri-n-butyltin azide), C(#N)CC(CN1N=CN=C1)(O)C1=C(C=C(C=C1)Cl)Cl (1-cyano-2-(2,4-dichlorophenyl)-3-(1H-1,2,4-triazol-1-yl)propan-2-ol), C(CCC)[Sn](CCCC)(CCCC)N=[N+]=[N-] (tri-n-butyltin azide). The product is ClC1=C(C=CC(=C1)Cl)C(CN1N=CN=C1)(CC=1N=NN(N1)[Sn](CCCC)(CCCC)CCCC)O (2-(2,4-dichlorophenyl)-1-(1H-1,2,4-triazol-1-yl)-3-(2-tribut-1-ylstannyltetrazol-5-yl)propan-2-ol). The yield is 73.2%. As a reaction SMILES: [CH2:1]([Sn:5]([N:14]=[N+:15]=[N-:16])([CH2:10][CH2:11][CH2:12][CH3:13])[CH2:6][CH2:7][CH2:8][CH3:9])[CH2:2][CH2:3][CH3:4].[C:17]([CH2:19][C:20]([C:28]1[CH:33]=[CH:32][C:31]([Cl:34])=[CH:30][C:29]=1[Cl:35])([OH:27])[CH2:21][N:22]1[CH:26]=[N:25][CH:24]=[N:23]1)#[N:18]>>[Cl:35][C:29]1[CH:30]=[C:31]([Cl:34])[CH:32]=[CH:33][C:28]=1[C:20]([OH:27])([CH2:19][C:17]1[N:16]=[N:15][N:14]([Sn:5]([CH2:10][CH2:11][CH2:12][CH3:13])([CH2:6][CH2:7][CH2:8][CH3:9])[CH2:1][CH2:2][CH2:3][CH3:4])[N:18]=1)[CH2:21][N:22]1[CH:26]=[N:25][CH:24]=[N:23]1. Procedure details: A paste of tri-n-butyltin azide (2.45 g) and 1-cyano-2-(2,4-dichlorophenyl)-3-(1H-1,2,4-triazol-1-yl)propan-2-ol (2.0 g) was heated at 160° C. for three hours. A further quantity of tri-n-butyltin azide (0.2 g) was added and the heating continued for a further hour to complete the reaction. The resulting viscous oil was triturated with ethyl acetate and the product collected and dried under vacuum to give 2-(2,4-dichlorophenyl)-1-(1H-1,2,4-triazol-1-yl)-3-(2-tribut-1-ylstannyltetrazol-5-yl)propa... The product is Cc1cc(N2CCC(Nc3nc(Cc4ccc(Cl)cc4)cc(C(C)(C)O)n3)CC2)ncn1. As a reaction SMILES: [CH3:3][c:4]1[cH:5][c:6]([N:10]2[CH2:11][CH2:12][CH:13]([NH2:16])[CH2:14][CH2:15]2)[n:7][cH:8][n:9]1.[CH3:45][N:46]1[CH2:47][CH2:48][CH2:49][C:50]1=[O:51].[CH:17]([N:18]([CH2:19][CH3:20])[CH:21]([CH3:22])[CH3:23])([CH3:24])[CH3:25].[Cl:26][c:27]1[n:28][c:29]([CH2:37][c:38]2[cH:39][cH:40][c:41]([Cl:44])[cH:42][cH:43]2)[cH:30][c:31]([C:33]([CH3:34])([CH3:35])[OH:36])[n:32]1.[ClH:1].[ClH:2].[O:52]1[CH2:53][CH2:54][O:55][CH2:56][CH2:57]1.[OH2:58]>>[CH3:3][c:4]1[cH:5][c:6]([N:10]2[CH2:11][CH2:12][CH:13]([NH:16][c:27]3[n:28][c:29]([CH2:37][c:38]4[cH:39][cH:40][c:41]([Cl:44])[cH:42][cH:43]4)[cH:30][c:31]([C:33]([CH3:34])([CH3:35])[OH:36])[n:32]3)[CH2:14][CH2:15]2)[n:7][cH:8][n:9]1. Reactants: Cc1cc(N2CCC(N)CC2)ncn1, CN1CCCC1=O, CCN(C(C)C)C(C)C, CC(C)(O)c1cc(Cc2ccc(Cl)cc2)nc(Cl)n1, Cl, Cl, C1COCCO1, O.